This data is from the Open Reaction Database (ORD), a public repository of structured organic reaction records. The task is: describe an organic reaction: reactants, conditions, products, and yield The reactants are S(=O)([O-])S(=O)[O-].[Na+].[Na+] (Sodium dithionite), NC1=NC(=C(C(=N1)O)[N+](=O)[O-])NC(C(CO)=NO)(CC)CC (2-Amino-4-hydroxy-6(1,1-diethyl-3-hydroxy-2-hydroxyiminopropylamino)-5-nitropyrimidine), N1CN=CC2=NC=CN=C12 (dihydropteridine). The solvent is [OH-].[Na+] (sodium hydroxide). Yields the product N1=CN=CC=2N=CCNC12 (7,8-dihydropteridine). The yield is 70.3%. RXN SMILES: N[C:2]1[N:7]=[C:6](O)[C:5]([N+]([O-])=O)=[C:4]([NH:12][C:13](CC)(CC)[C:14](=[N:17]O)CO)[N:3]=1.S(S([O-])=O)([O-])=O.[Na+].[Na+].N1C2C(=NC=CN=2)C=NC1>[OH-].[Na+]>[N:3]1[C:4]2[NH:12][CH2:13][CH:14]=[N:17][C:5]=2[CH:6]=[N:7][CH:2]=1 |f:1.2.3,5.6|. Procedure details: 2-Amino-4-hydroxy-6-(3-hydroxy-2-hydroxyimino-1-spirocyclohexylpropylamino)-5-nitropyrimidine (II) (500 mg) was dissolved in the minimum of 0.1M sodium hydroxide by warming on the steam bath. Sodium dithionite was added portionwise until an almost colourless solution was obtained. On cooling the dihydropteridine separated and was filtered off and purified by dissolving in 2M HCl and reprecipitated by the addition of 0.88 ammonia to pH8. On standing the dihydropteridine (I) (150 mg; yield 38%) wa...